From a dataset of the Open Reaction Database (ORD), a public repository of structured organic reaction records. describe an organic reaction: reactants, conditions, products, and yield Starting materials: CN1C(C=CC2=CC(=CC=C12)OCCC=O)=O (3-(1-Methyl-2-oxo-1,2-dihydroquinolin-6-yloxy)propionaldehyde), OC=1C=C2C=CC(N(C2=CC1)C)=O (6-hydroxy-1-methylquinolin-2(1H)-one), NCCCN1C=NC=C1 (N-(3-aminopropyl)imidazole), [BH4-].[Na+] (sodium borohydride). Solvent: CO (methanol), CO (methanol), O (Water). Conditions: time 7 hour. Product: N1(C=NC=C1)CCCNCCCOC=1C=C2C=CC(N(C2=CC1)C)=O (6-[3-(3-imidazol-1-yl-propylamino)propoxy]-1-methyl-1H-quinolin-2-one). Isolated yield 11.2%. RXN SMILES: [CH3:1][N:2]1[C:11]2[C:6](=[CH:7][C:8]([O:12][CH2:13][CH2:14][CH:15]=O)=[CH:9][CH:10]=2)[CH:5]=[CH:4][C:3]1=[O:17].OC1C=C2C(=CC=1)N(C)C(=O)C=C2.[NH2:31][CH2:32][CH2:33][CH2:34][N:35]1[CH:39]=[CH:38][N:37]=[CH:36]1.[BH4-].[Na+]>CO.O>[N:35]1([CH2:34][CH2:33][CH2:32][NH:31][CH2:15][CH2:14][CH2:13][O:12][C:8]2[CH:7]=[C:6]3[C:11](=[CH:10][CH:9]=2)[N:2]([CH3:1])[C:3](=[O:17])[CH:4]=[CH:5]3)[CH:39]=[CH:38][N:37]=[CH:36]1 |f:3.4|. Procedure details: 3-(1-Methyl-2-oxo-1,2-dihydroquinolin-6-yloxy)propionaldehyde (127.5 mg) prepared from 6-hydroxy-1-methylquinolin-2(1H)-one and N-(3-aminopropyl)imidazole (82.9 mg) were added to methanol (10 ml). The mixture was stirred at room temperature for 7 hours. The mixture was cooled to 0° C., and sodium borohydride(31.4 mg) was added thereto. The mixture was further stirred at room temperature overnight. Water was added to the reaction mixture and methanol was distilled off under reduced pressure. The ... Reactants: C1(=C(C=CC=C1)C=1N=NNC1)C (tolyltriazole), C(C(C)C)NCC(C)C (diisobutylamine), C=O (formaldehyde). The solvent is CC(C)O (2-propanol). Run at temperature 82 celsius. Product: C1(=C(C=CC=C1)C1=C(N=NN1)C=O)C.C(C(C)C)NCC(C)C (Tolyltriazole-Formaldehyde Diisobutylamine). RXN SMILES: [C:1]1([CH3:12])[CH:6]=[CH:5][CH:4]=[CH:3][C:2]=1[C:7]1[N:8]=[N:9][NH:10][CH:11]=1.[CH2:13]([NH:17][CH2:18][CH:19]([CH3:21])[CH3:20])[CH:14]([CH3:16])[CH3:15].[CH2:22]=[O:23]>CC(O)C>[C:1]1([CH3:12])[CH:6]=[CH:5][CH:4]=[CH:3][C:2]=1[C:7]1[NH:8][N:9]=[N:10][C:11]=1[CH:22]=[O:23].[CH2:13]([NH:17][CH2:18][CH:19]([CH3:21])[CH3:20])[CH:14]([CH3:16])[CH3:15] |f:4.5|. Procedure details: Approximately 80.1 gm (0.6 mole) of tolyltriazole, 200 ml 2-propanol, and 78.0 gm (0.6 mole) diisobutylamine were mixed in a 500 ml reactor until a homogeneous phase was formed. 51.0 gm (0.618 mole) of aqueous formaldehyde was slowly added while maintaining a reactor temperature ≤40° C. Thereafter, the reactants were heated at 82±2° C. for 4 hrs., then at 110±2° C. for two additional hours during which isopropanol and water were removed by distillation. The final product (163.5 gm) is a yellowis... Starting materials: ClC1=NC(=NC=2N1N=CC2)SC (4-Chloro-2-(methylthio)pyrazolo[1,5-a][1,3,5]triazine), C1(CC1)N (Cyclopropylamine), O (water). Run in CN1CCCC1=O (NMP). Yields the product C1(CC1)NC1=NC(=NC=2N1N=CC2)SC (N-cyclopropyl-2-(methylthio)pyrazolo[1,5-a][1,3,5]triazin-4-amine). Yield: 78.8%. As a reaction SMILES: Cl[C:2]1[N:7]2[N:8]=[CH:9][CH:10]=[C:6]2[N:5]=[C:4]([S:11][CH3:12])[N:3]=1.[CH:13]1([NH2:16])[CH2:15][CH2:14]1.O>CN1C(=O)CCC1>[CH:13]1([NH:16][C:2]2[N:7]3[N:8]=[CH:9][CH:10]=[C:6]3[N:5]=[C:4]([S:11][CH3:12])[N:3]=2)[CH2:15][CH2:14]1. Reported procedure: 4-Chloro-2-(methylthio)pyrazolo[1,5-a][1,3,5]triazine (1.0 eq, 6.26 g, 31.19 mmol) was suspended in anhydrous NMP (50 ml). Cyclopropylamine (1.5 eq, 3.2 ml, 46.26 mmol) was added through syringe dropwise. Internal temperature rose to 47° C. The mixture was stirred without any external cooling for one hour. An additional amount of cypropylamine (1 ml) was added and the mixture stirred for another 1.5 hours. The mixture was slowly poured into water (500 ml) under stirring. The resulting solid was ... Reactants: [BH4-].[Na+] (sodium borohydride), C(CC(O)(C(=O)O)CC(=O)O)(=O)O (citric acid), C1CCOC1 (THF), ClC1=NSC(=C1Cl)C(=O)Cl (3,4-dichloroisothiazole-5-carbonyl chloride). The solvent is O (water). Reaction conditions: temperature 15 celsius, time 30 minute. The product is ClC1=NSC(=C1Cl)CO ((3,4-dichloroisothiazol-5-yl)methanol). The yield is 81.0%. Reaction SMILES: [BH4-].[Na+].C1COCC1.[Cl:8][C:9]1[C:13]([Cl:14])=[C:12]([C:15](Cl)=[O:16])[S:11][N:10]=1.C(O)(=O)CC(CC(O)=O)(C(O)=O)O>O>[Cl:8][C:9]1[C:13]([Cl:14])=[C:12]([CH2:15][OH:16])[S:11][N:10]=1 |f:0.1|. Procedure details: 1.9 g (50.5 mmol) of sodium borohydride was suspended in 40 ml of water. To the suspension was dropwise added, at 10 to 15° C., a THF (4 ml) solution of the above-produced 3,4-dichloroisothiazole-5-carbonyl chloride. The mixture was stirred at 15° C. for 30 minutes. Then, an aqueous citric acid solution was added to the mixture to make it weakly acidic, followed by extraction with ethyl acetate. The organic layer was washed with water, dried over anhydrous magnesium sulfate, and concentrated. Th... Reactants: ClC=1C(=NC2=CC=C(C=C2N1)C(=O)OC)C1=CC=C(C=C1)F (Methyl 3-chloro-2-(4-fluorophenyl)quinoxaline-6-carboxylate), NC=1C(=CC=CC1)C (o-toluidine). The product is C=1(C(=CC=CC1)NC=1C(=NC2=CC=C(C=C2N1)C(=O)OC)C1=CC=C(C=C1)F)C (methyl 3-(o-toluidino)-2-(4-fluorophenyl)quinoxaline-6-carboxylate). The yield is 37.0%. As a reaction SMILES: Cl[C:2]1[C:3]([C:16]2[CH:21]=[CH:20][C:19]([F:22])=[CH:18][CH:17]=2)=[N:4][C:5]2[C:10]([N:11]=1)=[CH:9][C:8]([C:12]([O:14][CH3:15])=[O:13])=[CH:7][CH:6]=2.[NH2:23][C:24]1[C:25]([CH3:30])=[CH:26][CH:27]=[CH:28][CH:29]=1>>[C:25]1([CH3:30])[C:24]([NH:23][C:2]2[C:3]([C:16]3[CH:21]=[CH:20][C:19]([F:22])=[CH:18][CH:17]=3)=[N:4][C:5]3[C:10]([N:11]=2)=[CH:9][C:8]([C:12]([O:14][CH3:15])=[O:13])=[CH:7][CH:6]=3)=[CH:29][CH:28]=[CH:27][CH:26]=1. Procedure: Methyl 3-chloro-2-(4-fluorophenyl)quinoxaline-6-carboxylate (300 mg, 0.95 mmol) was stirred in o-toluidine (10 mL) at 145° C. for 3 days in an oil bath. The reaction mixture was concentrated in vacuo to give a residue, which was purified by a silica gel column chromatography (1% ethyl acetate in petroleum ether) to afford methyl 3-(o-toluidino)-2-(4-fluorophenyl)quinoxaline-6-carboxylate as a light yellow solid (145 mg, 37%). Starting materials: O=C(Cl)c1ccccc1, ClCCl, Cc1nnc(C2=C(O)c3ccccc3S(=O)(=O)N2C)o1, c1ccncc1. Yields the product Cc1nnc(C2=C(OC(=O)c3ccccc3)c3ccccc3S(=O)(=O)N2C)o1. Reaction SMILES: [C:21]([c:22]1[cH:23][cH:24][cH:25][cH:26][cH:27]1)(=[O:28])[Cl:29].[Cl:36][CH2:37][Cl:38].[OH:1][C:2]1=[C:3]([c:15]2[n:16][n:17][c:18]([CH3:20])[o:19]2)[N:4]([CH3:14])[S:5](=[O:12])(=[O:13])[c:6]2[c:7]1[cH:8][cH:9][cH:10][cH:11]2.[cH:30]1[cH:31][cH:32][n:33][cH:34][cH:35]1>>[O:1]([C:2]1=[C:3]([c:15]2[n:16][n:17][c:18]([CH3:20])[o:19]2)[N:4]([CH3:14])[S:5](=[O:12])(=[O:13])[c:6]2[c:7]1[cH:8][cH:9][cH:10][cH:11]2)[C:21]([c:22]1[cH:23][cH:24][cH:25][cH:26][cH:27]1)=[O:28].